Dataset: the Open Reaction Database (ORD), a public repository of structured organic reaction records. Task: describe an organic reaction: reactants, conditions, products, and yield The reactants are N1C=NC=C1 (imidazole), BrCCCOC1=CC=C(C=C1)[N+](=O)[O-] (4-(3-bromopropoxy)nitrobenzene). Solvent: O1CCOCC1 (1,4-dioxane). Reaction conditions: temperature 100 celsius. Yields the product N1(C=NC=C1)CCCOC1=CC=C(C=C1)[N+](=O)[O-] (4-[3-(Imidazol-1-yl)propoxy]nitrobenzene). Isolated yield 35.6%. As a reaction SMILES: [NH:1]1[CH:5]=[CH:4][N:3]=[CH:2]1.Br[CH2:7][CH2:8][CH2:9][O:10][C:11]1[CH:16]=[CH:15][C:14]([N+:17]([O-:19])=[O:18])=[CH:13][CH:12]=1>O1CCOCC1>[N:1]1([CH2:7][CH2:8][CH2:9][O:10][C:11]2[CH:16]=[CH:15][C:14]([N+:17]([O-:19])=[O:18])=[CH:13][CH:12]=2)[CH:5]=[CH:4][N:3]=[CH:2]1. Procedure details: A mixture of imidazole (0.8 g, 11.6 mmol) and 4-(3-bromopropoxy)nitrobenzene (1.5 g, 5.8 mmol) in 1,4-dioxane (75 ml) was heated at 100° C. for 12 hours. Volatile material was removed by evaporation and the residue was dissolved in ethyl acetate (150 ml). The solution was washed with saturated sodium bicarbonate (3×50 ml), water (3×50 ml) and saturated sodium chloride (50 ml) and then dried. The solvent was removed by evaporation and the residue was purified by column chromatography, eluting wit... Starting materials: OC1=C(C(=CC(=C1)OC)OC)C(C)=O (2'-hydroxy-4',6'-dimethoxyacetophenone), C(C)O (ethanol). Run in CS(=O)C (dimethylsulfoxide). Product: C(C1=CC=C(C=C1)OC)=O (p-anisaldehyde). Isolated yield 105.1%. RXN SMILES: O[C:2]1[CH:7]=[C:6]([O:8][CH3:9])[CH:5]=[C:4](OC)[C:3]=1[C:12](=[O:14])C.C(O)C>CS(C)=O>[CH:12](=[O:14])[C:3]1[CH:2]=[CH:7][C:6]([O:8][CH3:9])=[CH:5][CH:4]=1. Procedure details: To a mixture of 34.7 g of the 2'-hydroxy-4',6'-dimethoxyacetophenone obtained in Production Example 7, 25.3 g of p-anisaldehyde, 150 ml of ethanol and 150 ml of dimethylsulfoxide was added 150 ml of a saturated solution of potassium hydroxide in ethanol at 0° C., and the mixture was stirred at room temperature for 4 hours to effect reaction. After the reaction, the reaction mixture was made acidic by dilute hydrochloric acid to obtain a precipitate. The precipitate was washed with water and recr...